Dataset: the Open Reaction Database (ORD), a public repository of structured organic reaction records. Task: describe an organic reaction: reactants, conditions, products, and yield Starting materials: C1CCOC1, COC(=O)C(C)(C)NC(=O)c1ccc2ccccc2c1OCc1ccc(Br)cc1, [Na+], [OH-]. Product: CC(C)(NC(=O)c1ccc2ccccc2c1OCc1ccc(Br)cc1)C(=O)O. RXN SMILES: [CH2:32]1[O:33][CH2:34][CH2:35][CH2:36]1.[CH3:1][O:2][C:3]([C:4]([CH3:5])([CH3:6])[NH:7][C:8](=[O:9])[c:10]1[c:11]([O:20][CH2:21][c:22]2[cH:23][cH:24][c:25]([Br:28])[cH:26][cH:27]2)[c:12]2[cH:13][cH:14][cH:15][cH:16][c:17]2[cH:18][cH:19]1)=[O:29].[Na+:31].[OH-:30]>>[O:2]=[C:3]([C:4]([CH3:5])([CH3:6])[NH:7][C:8](=[O:9])[c:10]1[c:11]([O:20][CH2:21][c:22]2[cH:23][cH:24][c:25]([Br:28])[cH:26][cH:27]2)[c:12]2[cH:13][cH:14][cH:15][cH:16][c:17]2[cH:18][cH:19]1)[OH:29]. Yields the product BrC1=CC2=C(N=CNC2=O)S1 (6-bromo-3H-thieno[2,3-d]pyrimidin-4-one). As a reaction SMILES: [N:1]1[C:6]2[S:7][CH:8]=[CH:9][C:5]=2[C:4](=[O:10])[NH:3][CH:2]=1.[Br:11]Br>C(O)(=O)C>[Br:11][C:8]1[S:7][C:6]2[N:1]=[CH:2][NH:3][C:4](=[O:10])[C:5]=2[CH:9]=1. The reactants are N1=CNC(C2=C1SC=C2)=O (3H-thieno[2,3-d]pyrimidin-4-one), BrBr (bromine). Run at time 4 hour. Procedure: A suspension of 3H-thieno[2,3-d]pyrimidin-4-one (7.68 g, 0.056 mol) in glacial acetic acid (75 ml) was treated with bromine (7.5 ml) and stirred at ambient temperature for 4 hours. The resulting solid was collected by filtration, washed with water and dried in vacuo to give 6-bromo-3H-thieno[2,3-d]pyrimidin-4-one as a light brown solid (11.64 g), which was used without further purification. The solvent is C(C)(=O)O (acetic acid). The reactants are BrC=1C=C2C(=CNC2=C(C1)CC)CCO (2-(5-bromo-7-ethyl-1H-indol-3-yl)-ethanol), B(F)(F)F.CCOCC (boron trifluoride diethyl etherate), C(CC)(=O)CC(=O)OCC (ethyl propionylacetate). The solvent is ClCCl (dichloromethane). Run at time 5 hour. Product: C(C)OC(CC1(OCCC2=C1NC1=C(C=C(C=C21)Br)CC)CC)=O ((6-Bromo-1,8-diethyl-1,3,4,9-tetrahydro-pyrano[3,4-b]indol-1-yl)-acetic acid ethyl ester). Yield: 53.0%. Reaction SMILES: [Br:1][C:2]1[CH:3]=[C:4]2[C:8](=[C:9]([CH2:11][CH3:12])[CH:10]=1)[NH:7][CH:6]=[C:5]2[CH2:13][CH2:14][OH:15].B(F)(F)F.CCOCC.[C:25]([CH2:29][C:30]([O:32][CH2:33][CH3:34])=[O:31])(=O)[CH2:26][CH3:27]>ClCCl>[CH2:33]([O:32][C:30](=[O:31])[CH2:29][C:25]1([CH2:26][CH3:27])[C:6]2[NH:7][C:8]3[C:4]([C:5]=2[CH2:13][CH2:14][O:15]1)=[CH:3][C:2]([Br:1])=[CH:10][C:9]=3[CH2:11][CH3:12])[CH3:34] |f:1.2|. Reported procedure: To a solution of 2-(5-bromo-7-ethyl-1H-indol-3-yl)-ethanol in dichloromethane at room temperature under nitrogen was added boron trifluoride diethyl etherate (0.809 g, 5.7 mmol), followed by ethyl propionylacetate (1.038 g, 7.2 mmol). The reaction mixture was stirred at room temperature for 5 hours. It was quenched with saturated sodium bicarbonate solution and extracted with dichloromethane. The extract was dried over magnesium sulfate and concentrated under reduced pressure. The crude product ... The reactants are C1(=CC=CC=C1)S (benzenethiol), ClC1=CC(=NC2=CC=C(C=C12)C)N1CCS(C2=C(C1)C=CC=C2)(=O)=O (4-(4-chloro-6-methylquinolin-2-yl)-2,3,4,5-tetrahydro-1,4-benzothiazepine 1,1-dioxide). Reagents/catalysts: CN(C1=CC=NC=C1)C (N,N-dimethylpyridin-4-amine). Run in C(C)O (ethanol). Run at time 3 day. Product: CC=1C=C2C(=CC(=NC2=CC1)N1CCS(C2=C(C1)C=CC=C2)(=O)=O)SC2=CC=CC=C2 (4-[6-Methyl-4-(phenylsulfanyl)quinolin-2-yl]-2,3,4,5-tetrahydro-1,4-benzothiazepine 1,1-dioxide). Isolated yield 45.0%. RXN SMILES: Cl[C:2]1[C:11]2[C:6](=[CH:7][CH:8]=[C:9]([CH3:12])[CH:10]=2)[N:5]=[C:4]([N:13]2[CH2:19][C:18]3[CH:20]=[CH:21][CH:22]=[CH:23][C:17]=3[S:16](=[O:25])(=[O:24])[CH2:15][CH2:14]2)[CH:3]=1.[C:26]1([SH:32])[CH:31]=[CH:30][CH:29]=[CH:28][CH:27]=1>CN(C)C1C=CN=CC=1.C(O)C>[CH3:12][C:9]1[CH:10]=[C:11]2[C:6](=[CH:7][CH:8]=1)[N:5]=[C:4]([N:13]1[CH2:19][C:18]3[CH:20]=[CH:21][CH:22]=[CH:23][C:17]=3[S:16](=[O:25])(=[O:24])[CH2:15][CH2:14]1)[CH:3]=[C:2]2[S:32][C:26]1[CH:31]=[CH:30][CH:29]=[CH:28][CH:27]=1. Procedure: A mixture of 4-(4-chloro-6-methylquinolin-2-yl)-2,3,4,5-tetrahydro-1,4-benzothiazepine 1,1-dioxide (1.8 g, 5.0 mmol, prepared in analogy to the one in Example 17-1), benzenethiol (0.66 g, 6.0 mmol) and N,N-dimethylpyridin-4-amine (0.74 g, 6 mmol) in dry ethanol (40 mL) was stirred at room temperature for 3 days. The reaction mixture was filtered and concentrated in vacuo. The residue was purified by silica gel column (gradient eluting with 10-20% ethyl acetate in hexanes) to afford 1.0 g of the ...